Dataset: the Open Reaction Database (ORD), a public repository of structured organic reaction records. Task: describe an organic reaction: reactants, conditions, products, and yield Reactants: CCOC(C)=O, [H-], [Na+], CN(C)C=O, CCOC(=O)C1C2OC3COC(c4ccc(OC)cc4)OC3C(O)C21, NS(=O)(=O)Cl. Product: CCOC(=O)C1C2OC3COC(c4ccc(OC)cc4)OC3C(OS(N)(=O)=O)C21. As a reaction SMILES: [CH3:33][CH2:34][O:35][C:36](=[O:37])[CH3:38].[H-:27].[Na+:26].[O:39]=[CH:40][N:41]([CH3:42])[CH3:43].[OH:1][CH:2]1[CH:3]2[CH:4]([O:5][CH:6]3[CH:7]1[O:8][CH:9]([c:12]1[cH:13][cH:14][c:15]([O:18][CH3:19])[cH:16][cH:17]1)[O:10][CH2:11]3)[CH:20]2[C:21](=[O:22])[O:23][CH2:24][CH3:25].[S:28]([NH2:29])(=[O:30])(=[O:31])[Cl:32]>>[O:1]([CH:2]1[CH:3]2[CH:4]([O:5][CH:6]3[CH:7]1[O:8][CH:9]([c:12]1[cH:13][cH:14][c:15]([O:18][CH3:19])[cH:16][cH:17]1)[O:10][CH2:11]3)[CH:20]2[C:21](=[O:22])[O:23][CH2:24][CH3:25])[S:28]([NH2:29])(=[O:30])=[O:31].